Dataset: the Open Reaction Database (ORD), a public repository of structured organic reaction records. Task: describe an organic reaction: reactants, conditions, products, and yield RXN SMILES: [Br:26][CH2:27][C:28](=[O:29])[Cl:30].[CH3:31][c:32]1[cH:33][cH:34][cH:35][cH:36][cH:37]1.[CH:17]([N:18]([CH2:19][CH3:20])[CH:21]([CH3:22])[CH3:23])([CH3:24])[CH3:25].[CH:1]([Cl:2])([Cl:3])[Cl:4].[NH2:5][c:6]1[cH:7][o:8][c:9]2[cH:10][cH:11][cH:12][cH:13][c:14]2[c:15]1=[O:16]>>[NH:5]([c:6]1[cH:7][o:8][c:9]2[cH:10][cH:11][cH:12][cH:13][c:14]2[c:15]1=[O:16])[C:28]([CH2:27][Br:26])=[O:29]. Reactants: O=C(Cl)CBr, Cc1ccccc1, CCN(C(C)C)C(C)C, ClC(Cl)Cl, Nc1coc2ccccc2c1=O. Yields the product O=C(CBr)Nc1coc2ccccc2c1=O. Starting materials: CC1(C)OC2C(COS(=O)(=O)NC(c3ccccc3)(c3ccccc3)c3ccccc3)OC(n3cnc4c(CN)ncnc43)C2O1, COc1ccccc1C(=O)Cl. The product is COc1ccccc1C(=O)NCc1ncnc2c1ncn2C1OC(COS(=O)(=O)NC(c2ccccc2)(c2ccccc2)c2ccccc2)C2OC(C)(C)OC21. As a reaction SMILES: [C:1]([c:2]1[cH:3][cH:4][cH:5][cH:6][cH:7]1)([c:8]1[cH:9][cH:10][cH:11][cH:12][cH:13]1)([c:14]1[cH:15][cH:16][cH:17][cH:18][cH:19]1)[NH:20][S:21]([O:22][CH2:23][CH:24]1[O:25][CH:26]([n:34]2[c:35]3[n:36][cH:37][n:38][c:39]([CH2:43][NH2:44])[c:40]3[n:41][cH:42]2)[CH:27]2[O:28][C:29]([CH3:32])([CH3:33])[O:30][CH:31]12)(=[O:45])=[O:46].[CH3:47][O:48][c:49]1[c:50]([C:51](=[O:52])[Cl:53])[cH:54][cH:55][cH:56][cH:57]1>>[C:1]([c:2]1[cH:3][cH:4][cH:5][cH:6][cH:7]1)([c:8]1[cH:9][cH:10][cH:11][cH:12][cH:13]1)([c:14]1[cH:15][cH:16][cH:17][cH:18][cH:19]1)[NH:20][S:21]([O:22][CH2:23][CH:24]1[O:25][CH:26]([n:34]2[c:35]3[n:36][cH:37][n:38][c:39]([CH2:43][NH:44][C:51]([c:50]4[c:49]([O:48][CH3:47])[cH:57][cH:56][cH:55][cH:54]4)=[O:52])[c:40]3[n:41][cH:42]2)[CH:27]2[O:28][C:29]([CH3:32])([CH3:33])[O:30][CH:31]12)(=[O:45])=[O:46]. The reactants are IC1=CC=C(CO)C=C1 (4-iodobenzyl alcohol), ClC1=CC=C(C=C1)C1=CC=C(C=C1)CNC(C#C)=O (propynoic acid-(4′-chlorobiphenyl-4-yl)methylamide), ClCCl.CO.N (dichloromethane methanol ammonia). Product: ClC1=CC=C(C=C1)C1=CC=C(C=C1)CNC(C#CC1=CC=C(C=C1)CO)=O (3-(4-hydroxymethylphenyl)propynoic acid-(4′-chlorobiphenyl-4-yl)methylamide). Reaction SMILES: I[C:2]1[CH:9]=[CH:8][C:5]([CH2:6][OH:7])=[CH:4][CH:3]=1.[Cl:10][C:11]1[CH:16]=[CH:15][C:14]([C:17]2[CH:22]=[CH:21][C:20]([CH2:23][NH:24][C:25](=[O:28])[C:26]#[CH:27])=[CH:19][CH:18]=2)=[CH:13][CH:12]=1.ClCCl.CO.N>>[Cl:10][C:11]1[CH:12]=[CH:13][C:14]([C:17]2[CH:22]=[CH:21][C:20]([CH2:23][NH:24][C:25](=[O:28])[C:26]#[C:27][C:2]3[CH:9]=[CH:8][C:5]([CH2:6][OH:7])=[CH:4][CH:3]=3)=[CH:19][CH:18]=2)=[CH:15][CH:16]=1 |f:2.3.4|. Procedure details: Prepared analogously to Example 1.2.a. from 4-iodobenzyl alcohol and propynoic acid-(4′-chlorobiphenyl-4-yl)methylamide. Yield: 0.52 g (90% of theory); C23H18ClNO2 (M=375.85); calc.: molecular ion peak (M+H)+: 376/378; found: molecular ion peak (M+H)+: 376/378; Rf value: 0.4 (silica gel, dichloromethane/methanol/ammonia (10:1:0.1)). Starting materials: CC1=C(C=CC=C1)N1CCC=2C(=NC=3C(=CC=CC3C21)OCC(F)(F)F)Cl (1-(2-Methylphenyl)-4-chloro-6-β,β,β-trifluoroethoxy-2,3-dihydropyrrolo[3,2-c]quinoline). Run in C(O)CN (ethanolamine). The product is CC1=C(C=CC=C1)N1CCC=2C(=NC=3C(=CC=CC3C21)OCC(F)(F)F)NCCO (1-(2-methylphenyl)-4-[(2-hydroxyethyl)amino]-6-β,β,β-trifluoroethoxy-2,3-dihydropyrrolo[3,2-c]quinoline). The yield is 180.2%. Reaction SMILES: [CH3:1][C:2]1[CH:7]=[CH:6][CH:5]=[CH:4][C:3]=1[N:8]1[C:20]2[C:19]3[CH:18]=[CH:17][CH:16]=[C:15]([O:21][CH2:22][C:23]([F:26])([F:25])[F:24])[C:14]=3[N:13]=[C:12](Cl)[C:11]=2[CH2:10][CH2:9]1>C(CN)O>[CH3:1][C:2]1[CH:7]=[CH:6][CH:5]=[CH:4][C:3]=1[N:8]1[C:20]2[C:19]3[CH:18]=[CH:17][CH:16]=[C:15]([O:21][CH2:22][C:23]([F:26])([F:25])[F:24])[C:14]=3[N:13]=[C:12]([NH:13][CH2:14][CH2:15][OH:21])[C:11]=2[CH2:10][CH2:9]1. Procedure: 1-(2-Methylphenyl)-4-chloro-6-β,β,β-trifluoroethoxy-2,3-dihydropyrrolo[3,2-c]quinoline(500 mg, 1.3 mmol) was dissolved in ethanolamine(5.0 ml), and reacted at the same condition of Step 6 in the Example 30 to obtain 489 mg of desired compound as solid in 92% of yield. The reactants are O1CCOCC1 (dioxane), ClC1=NC=C(C=C1NS(=O)(=O)C1=CC(=CC=C1)OC(F)F)B1OC(C(O1)(C)C)(C)C (N-(2-chloro-5-(4,4,5,5-tetramethyl-1,3,2-dioxaborolan-2-yl)pyridin-3-yl)-3-(difluoromethoxy)benzenesulfonamide), ClC=1C=CC=2N(N1)C=C(N2)NC(C)=O (N-(6-chloroimidazo[1,2-b]pyridazin-2-yl)acetamide), C([O-])([O-])=O.[Na+].[Na+] (sodium carbonate). The reagents and catalysts are [Pd+2].ClC1=C([C-](C=C1)P(C1=CC=CC=C1)C1=CC=CC=C1)Cl.[C-]1(C=CC=C1)P(C1=CC=CC=C1)C1=CC=CC=C1.[Fe+2] (dichloro 1,1′-bis(diphenylphosphino)ferrocene palladium(II)). The solvent is O (water). Run at temperature 90 celsius. The product is ClC1=C(C=C(C=N1)C=1C=CC=2N(N1)C=C(N2)NC(C)=O)NS(=O)(=O)C2=CC(=CC=C2)OC(F)F (N-(6-(6-chloro-5-(3-(difluoromethoxy)phenylsulfonamido)pyridin-3-yl)imidazo[1,2-b]pyridazin-2-yl)acetamide). Yield: 82.9%. As a reaction SMILES: [Cl:1][C:2]1[C:7]([NH:8][S:9]([C:12]2[CH:17]=[CH:16][CH:15]=[C:14]([O:18][CH:19]([F:21])[F:20])[CH:13]=2)(=[O:11])=[O:10])=[CH:6][C:5](B2OC(C)(C)C(C)(C)O2)=[CH:4][N:3]=1.Cl[C:32]1[CH:33]=[CH:34][C:35]2[N:36]([CH:38]=[C:39]([NH:41][C:42](=[O:44])[CH3:43])[N:40]=2)[N:37]=1.C(=O)([O-])[O-].[Na+].[Na+].O1CCOCC1>[Pd+2].ClC1C=C[C-](P(C2C=CC=CC=2)C2C=CC=CC=2)C=1Cl.[C-]1(P(C2C=CC=CC=2)C2C=CC=CC=2)C=CC=C1.[Fe+2].O>[Cl:1][C:2]1[N:3]=[CH:4][C:5]([C:32]2[CH:33]=[CH:34][C:35]3[N:36]([CH:38]=[C:39]([NH:41][C:42](=[O:44])[CH3:43])[N:40]=3)[N:37]=2)=[CH:6][C:7]=1[NH:8][S:9]([C:12]1[CH:17]=[CH:16][CH:15]=[C:14]([O:18][CH:19]([F:20])[F:21])[CH:13]=1)(=[O:10])=[O:11] |f:2.3.4,6.7.8.9|. Reported procedure: A sealable vial was charged with N-(2-chloro-5-(4,4,5,5-tetramethyl-1,3,2-dioxaborolan-2-yl)pyridin-3-yl)-3-(difluoromethoxy)benzenesulfonamide (765.9 mg, 1663 μmol), N-(6-chloroimidazo[1,2-b]pyridazin-2-yl)acetamide (291.8 mg, 1385 μmol, Example 1, Step 4), dichloro 1,1′-bis(diphenylphosphino)ferrocene palladium(II) (53.76 mg, 96.98 μmol, Strem Chemical, Inc., Newburyport, Mass.) and sodium carbonate (293.7 mg, 2771 μmol). The vial was sealed with a septum cap and dioxane (2 mL, 1 M) and water ... Starting materials: ClC1=CC=C(C=C1)C1=CN(C=C(C1=O)C1=CC(=CC=C1)C(F)(F)F)C (3-(4-chlorophenyl)-1-methyl-5-(3-trifluoromethylphenyl)-4(1H)-pyridinone), FS(=O)(=O)OC (methyl fluorosulfonate). Solvent: C(Cl)(Cl)Cl (chloroform). Conditions: time 2 day. Product: FS(=O)(=O)[O-].ClC1=CC=C(C=C1)C=1C=[N+](C=C(C1OC)C1=CC(=CC=C1)C(F)(F)F)C (3-(4-chlorophenyl)-4-methoxy-1-methyl-5-(3-trifluoromethylphenyl)pyridinium fluorosulfonate). RXN SMILES: [Cl:1][C:2]1[CH:7]=[CH:6][C:5]([C:8]2[C:13](=[O:14])[C:12]([C:15]3[CH:20]=[CH:19][CH:18]=[C:17]([C:21]([F:24])([F:23])[F:22])[CH:16]=3)=[CH:11][N:10]([CH3:25])[CH:9]=2)=[CH:4][CH:3]=1.[F:26][S:27]([O:30][CH3:31])(=[O:29])=[O:28]>C(Cl)(Cl)Cl>[F:26][S:27]([O-:30])(=[O:29])=[O:28].[Cl:1][C:2]1[CH:3]=[CH:4][C:5]([C:8]2[CH:9]=[N+:10]([CH3:25])[CH:11]=[C:12]([C:15]3[CH:20]=[CH:19][CH:18]=[C:17]([C:21]([F:24])([F:22])[F:23])[CH:16]=3)[C:13]=2[O:14][CH3:31])=[CH:6][CH:7]=1 |f:3.4|. Procedure details: To a solution of 2.0 g. of 3-(4-chlorophenyl)-1-methyl-5-(3-trifluoromethylphenyl)-4(1H)-pyridinone in 15 ml. of chloroform was added 5.0 ml. of methyl fluorosulfonate and the mixture was allowed to stand at room temperature for 2 days. The solvent was removed in vacuo and the residue was dissolved in chloroform and the solution washed with water. The chloroform was removed and the residue was crystallized from chloroform-hexane to obtain 0.4 g. of product, m.p. 224°-227°. The reactants are COC(=O)C(C)(C)CN(c1nc(Cl)ncc1[N+](=O)[O-])C1CCCC1, CCOC(C)=O, [H][H]. Yields the product COC(=O)C(C)(C)CN(c1nc(Cl)ncc1N)C1CCCC1. Reaction SMILES: [CH3:1][O:2][C:3]([C:4]([CH2:5][N:6]([CH:7]1[CH2:8][CH2:9][CH2:10][CH2:11]1)[c:12]1[n:13][c:14]([Cl:21])[n:15][cH:16][c:17]1[N+:18]([O-:19])=[O:20])([CH3:22])[CH3:23])=[O:24].[CH3:27][CH2:28][O:29][C:30](=[O:31])[CH3:32].[H:25][H:26]>>[CH3:1][O:2][C:3]([C:4]([CH2:5][N:6]([CH:7]1[CH2:8][CH2:9][CH2:10][CH2:11]1)[c:12]1[n:13][c:14]([Cl:21])[n:15][cH:16][c:17]1[NH2:18])([CH3:22])[CH3:23])=[O:24].